This data is from the Open Reaction Database (ORD), a public repository of structured organic reaction records. The task is: describe an organic reaction: reactants, conditions, products, and yield The reactants are COCC(=O)N1C(=O)OCC1Cc1ccccc1, Cc1oc(-c2ccccc2)nc1CCOc1ccc(C=O)c(O[Si](C)(C)C(C)(C)C(C)C)c1, CCN(C(C)C)C(C)C, ClCCl. The product is COC(C(=O)N1C(=O)OCC1Cc1ccccc1)C(O)c1ccc(OCCc2nc(-c3ccccc3)oc2C)cc1O[Si](C)(C)C(C)(C)C(C)C. RXN SMILES: [CH2:1]([c:2]1[cH:3][cH:4][cH:5][cH:6][cH:7]1)[CH:8]1[N:9]([C:14]([CH2:15][O:16][CH3:17])=[O:18])[C:10](=[O:13])[O:11][CH2:12]1.[CH3:28][Si:29]([O:30][c:31]1[c:32]([CH:33]=[O:34])[cH:35][cH:36][c:37]([O:39][CH2:40][CH2:41][c:42]2[n:43][c:44](-[c:48]3[cH:49][cH:50][cH:51][cH:52][cH:53]3)[o:45][c:46]2[CH3:47])[cH:38]1)([C:54]([CH:55]([CH3:56])[CH3:57])([CH3:58])[CH3:59])[CH3:60].[CH:19]([N:20]([CH2:21][CH3:22])[CH:23]([CH3:24])[CH3:25])([CH3:26])[CH3:27].[Cl:61][CH2:62][Cl:63]>>[CH2:1]([c:2]1[cH:3][cH:4][cH:5][cH:6][cH:7]1)[CH:8]1[N:9]([C:14]([CH:15]([O:16][CH3:17])[CH:33]([c:32]2[c:31]([O:30][Si:29]([CH3:28])([C:54]([CH:55]([CH3:56])[CH3:57])([CH3:58])[CH3:59])[CH3:60])[cH:38][c:37]([O:39][CH2:40][CH2:41][c:42]3[n:43][c:44](-[c:48]4[cH:49][cH:50][cH:51][cH:52][cH:53]4)[o:45][c:46]3[CH3:47])[cH:36][cH:35]2)[OH:34])=[O:18])[C:10](=[O:13])[O:11][CH2:12]1.